From a dataset of the Open Reaction Database (ORD), a public repository of structured organic reaction records. describe an organic reaction: reactants, conditions, products, and yield Reactants: Fc1ccc(Br)c(F)c1, CN(C)CCN, O=S(=O)(Cl)Cl. The product is CN(C)CCNS(=O)(=O)c1cc(Br)c(F)cc1F. Reaction SMILES: [Br:6][c:7]1[c:8]([F:14])[cH:9][c:10]([F:13])[cH:11][cH:12]1.[CH3:15][N:16]([CH2:17][CH2:18][NH2:19])[CH3:20].[S:1](=[O:2])(=[O:3])([Cl:4])[Cl:5]>>[S:1](=[O:2])(=[O:3])([c:11]1[c:10]([F:13])[cH:9][c:8]([F:14])[c:7]([Br:6])[cH:12]1)[NH:19][CH2:18][CH2:17][N:16]([CH3:15])[CH3:20]. Reactants: CN(N=C(C1=C(C=CC=C1F)Cl)Cl)S(=O)(=O)C1=CC=C(C=C1)C (N-methyl-N-(p-toluenesulfonyl)-2-chloro-6-fluorobenzohydrazonoyl chloride), ClC=1C(=NC=C(C1)C(F)(F)F)OC1=C(C=C(C#N)C=C1)OC (4-(3-chloro-5-trifluoromethylpyridine-2-yloxy)-3methoxybenzonitrile), ClC1=C(C=CC=C1)Cl (o-dichlorobenzene). Reagents/catalysts: [Fe](Cl)(Cl)Cl (iron (III) chloride). The solvent is C(Cl)(Cl)Cl (chloroform). Run at temperature 140 celsius, time 30 minute. The product is ClC1=C(C(=CC=C1)F)C1=NN(C(=N1)C1=CC(=C(C=C1)OC1=NC=C(C=C1Cl)C(F)(F)F)OC)C (3-(2-chloro-6-fluorophenyl)-5-[4-(3-chloro-5-trifluoromethylpyridine 2-yloxy)-3-methoxyphenyl]-1-methyl-1H-1,2,4-triazole). Isolated yield 48.7%. RXN SMILES: [CH3:1][N:2](S(C1C=CC(C)=CC=1)(=O)=O)[N:3]=[C:4](Cl)[C:5]1[C:10]([F:11])=[CH:9][CH:8]=[CH:7][C:6]=1[Cl:12].[Cl:24][C:25]1[C:26]([O:35][C:36]2[CH:43]=[CH:42][C:39]([C:40]#[N:41])=[CH:38][C:37]=2[O:44][CH3:45])=[N:27][CH:28]=[C:29]([C:31]([F:34])([F:33])[F:32])[CH:30]=1.ClC1C=CC=CC=1Cl>C(Cl)(Cl)Cl.[Fe](Cl)(Cl)Cl>[Cl:12][C:6]1[CH:7]=[CH:8][CH:9]=[C:10]([F:11])[C:5]=1[C:4]1[N:41]=[C:40]([C:39]2[CH:42]=[CH:43][C:36]([O:35][C:26]3[C:25]([Cl:24])=[CH:30][C:29]([C:31]([F:34])([F:33])[F:32])=[CH:28][N:27]=3)=[C:37]([O:44][CH3:45])[CH:38]=2)[N:2]([CH3:1])[N:3]=1. Procedure: A mixture of N-methyl-N-(p-toluenesulfonyl)-2-chloro-6-fluorobenzohydrazonoyl chloride (0.90 g), 4-(3-chloro-5-trifluoromethylpyridine-2-yloxy)-3methoxybenzonitrile (0.90 g), anhydrous iron (III) chloride (0.50 g) and o-dichlorobenzene (5 ml) is stirred at an oil bath temperature of 140° C. for 30 minutes. After cooling, it is dissolved in chloroform (100 ml) and washed with dilute hydrochloric acid, dilute aqueous solution of sodium hydroxide and saline. Then, it is dried over anhydrous magnesi... Starting materials: Cc1cc(CO)cc(C)c1Oc1ccc(O)c(C(C)C)c1, ClCCl, BrP(Br)Br. Yields the product Cc1cc(CBr)cc(C)c1Oc1ccc(O)c(C(C)C)c1. Reaction SMILES: [CH3:5][c:6]1[cH:7][c:8]([CH2:9][OH:10])[cH:11][c:12]([CH3:25])[c:13]1[O:14][c:15]1[cH:16][c:17]([CH:22]([CH3:23])[CH3:24])[c:18]([OH:21])[cH:19][cH:20]1.[Cl:26][CH2:27][Cl:28].[P:1]([Br:2])([Br:3])[Br:4]>>[Br:2][CH2:9][c:8]1[cH:7][c:6]([CH3:5])[c:13]([O:14][c:15]2[cH:16][c:17]([CH:22]([CH3:23])[CH3:24])[c:18]([OH:21])[cH:19][cH:20]2)[c:12]([CH3:25])[cH:11]1. Conditions: time 1 hour. Reported procedure: To a suspension of 60% NaH (80 mg, 2 mmol) in dry dimethylformamide (8 ml) was added 5-benzyl-3-morpholinone (880 mg, 2 mmol). The mixture was stirred at room temperature for 1 hour. To this were added 4-(3-chloro-3-phenylpropyl)morpholine (480 mg, 2 mmol) and dry dimethylforamide (1 ml). The mixture was then stirred overnight at 60° C. The stirred mixture was placed under reduced pressure to evaporate the solvent. Water was added to the residue, and extraction with ethyl acetate was performed. ... RXN SMILES: [H-].[Na+].[CH2:3]([CH:10]1[NH:15][C:14](=[O:16])[CH2:13][O:12][CH2:11]1)[C:4]1[CH:9]=[CH:8][CH:7]=[CH:6][CH:5]=1.Cl[CH:18]([C:27]1[CH:32]=[CH:31][CH:30]=[CH:29][CH:28]=1)[CH2:19][CH2:20][N:21]1[CH2:26][CH2:25][O:24][CH2:23][CH2:22]1>CN(C)C=O>[CH2:3]([CH:10]1[N:15]([CH:18]([C:27]2[CH:32]=[CH:31][CH:30]=[CH:29][CH:28]=2)[CH2:19][CH2:20][N:21]2[CH2:26][CH2:25][O:24][CH2:23][CH2:22]2)[C:14](=[O:16])[CH2:13][O:12][CH2:11]1)[C:4]1[CH:5]=[CH:6][CH:7]=[CH:8][CH:9]=1 |f:0.1|. The product is C(C1=CC=CC=C1)C1COCC(N1C(CCN1CCOCC1)C1=CC=CC=C1)=O (5-Benzyl-4-(3-morpholino-1-phenylpropyl)-3-morpholinone). Solvent: CN(C=O)C (dimethylformamide), CN(C=O)C (dimethylforamide). Starting materials: C(C1=CC=CC=C1)C1COCC(N1)=O (5-benzyl-3-morpholinone), [H-].[Na+] (NaH), ClC(CCN1CCOCC1)C1=CC=CC=C1 (4-(3-chloro-3-phenylpropyl)morpholine). Reactants: acid chloride, FC(CCOC1=CC=C(C(=O)O)C=C1)(F)F (4-(3,3,3-trifluoropropoxy)benzoic acid), S(=O)(Cl)Cl (thionyl chloride), Amide, NC1=CC=C(C=C1)C=1SC2=C(N1)C=CC(=C2)OC (2-(4-aminophenyl)-6-methoxybenzothiazole). Run in N1=CC=CC=C1 (pyridine), C(Cl)(Cl)Cl (chloroform). The product is FC(CCOC1=CC=C(C(=O)NC2=CC=C(C=C2)C=2SC3=C(N2)C=CC(=C3)OC)C=C1)(F)F (4-(3,3,3-Trifluoropropoxy)-N-[4-(6-methoxybenzothiazol-2-yl)-phenyl]-benzamide). The yield is 89.8%. Reaction SMILES: [F:1][C:2]([F:16])([F:15])[CH2:3][CH2:4][O:5][C:6]1[CH:14]=[CH:13][C:9]([C:10]([OH:12])=O)=[CH:8][CH:7]=1.S(Cl)(Cl)=O.[NH2:21][C:22]1[CH:27]=[CH:26][C:25]([C:28]2[S:29][C:30]3[CH:36]=[C:35]([O:37][CH3:38])[CH:34]=[CH:33][C:31]=3[N:32]=2)=[CH:24][CH:23]=1>C(Cl)(Cl)Cl.N1C=CC=CC=1>[F:15][C:2]([F:1])([F:16])[CH2:3][CH2:4][O:5][C:6]1[CH:7]=[CH:8][C:9]([C:10]([NH:21][C:22]2[CH:23]=[CH:24][C:25]([C:28]3[S:29][C:30]4[CH:36]=[C:35]([O:37][CH3:38])[CH:34]=[CH:33][C:31]=4[N:32]=3)=[CH:26][CH:27]=2)=[O:12])=[CH:13][CH:14]=1. Procedure details: A mixture of 4-(3,3,3-trifluoropropoxy)benzoic acid (0.32 g, 1.39 mmol) and thionyl chloride (0.33 g, 2.78 mmol) in chloroform (5 ml) was heated under reflux for 5 h. The reaction mixture was cooled to room temperature and the excess reagent and solvent was removed under reduced pressure to give the crude acid chloride. The amide was prepared as described in the Amide Coupling section using the crude acid chloride and 2-(4-aminophenyl)-6-methoxybenzothiazole (0.36 g, 1.39 mmol) in dry pyridine (... The reactants are CC(C)(C)OC(=O)NCC(=O)NC1c2ccccc2CC1NC(=O)c1cc2cc(Cl)ccc2[nH]1, ClCCl, O=C(O)C(F)(F)F. Product: NCC(=O)NC1c2ccccc2CC1NC(=O)c1cc2cc(Cl)ccc2[nH]1, O=C([O-])C(F)(F)F. Reaction SMILES: [Cl:1][c:2]1[cH:3][c:4]2[cH:5][c:6]([C:11](=[O:12])[NH:13][CH:14]3[CH:15]([NH:23][C:24]([CH2:25][NH:26][C:27]([O:28][C:29]([CH3:30])([CH3:31])[CH3:32])=[O:33])=[O:34])[c:16]4[cH:17][cH:18][cH:19][cH:20][c:21]4[CH2:22]3)[nH:7][c:8]2[cH:9][cH:10]1.[Cl:42][CH2:43][Cl:44].[F:35][C:36]([C:37](=[O:38])[OH:39])([F:40])[F:41]>>[Cl:1][c:2]1[cH:3][c:4]2[cH:5][c:6]([C:11](=[O:12])[NH:13][CH:14]3[CH:15]([NH:23][C:24]([CH2:25][NH2:26])=[O:34])[c:16]4[cH:17][cH:18][cH:19][cH:20][c:21]4[CH2:22]3)[nH:7][c:8]2[cH:9][cH:10]1.[F:35][C:36]([C:37](=[O:38])[O-:39])([F:40])[F:41]. Starting materials: COc1ccc(B(O)O)cc1 (effective_coupling_partner), CCN(CC)C(=O)Oc1cccc(N(C)C)c1 (substrate). The reagents and catalysts are PCy3. Run at temperature 180 celsius, time 10 minute. The product is COc2ccc(c1cccc(N(C)C)c1)cc2. Reactants: 95548A, [N+](=O)(O)[O-] (nitric acid), C(C1=CC=CC=C1)(=O)O (benzoic acid), S(=O)(=O)=O (sulfur trioxide). Yields the product [N+](=O)([O-])C=1C=C(C(=O)O)C=CC1 (3-nitrobenzoic acid). Reaction SMILES: [N+:1]([O-:4])(O)=[O:2].[C:5]([OH:13])(=[O:12])[C:6]1[CH:11]=[CH:10][CH:9]=[CH:8][CH:7]=1.S(=O)(=O)=O>>[N+:1]([C:8]1[CH:7]=[C:6]([CH:11]=[CH:10][CH:9]=1)[C:5]([OH:13])=[O:12])([O-:4])=[O:2]. Reported procedure: Netherlands Appln. No. 66-01366 (Chemical Abstract, Vol. 68 95548A) discloses a process for the preparation of 3-nitrobenzoic by adding anhydrous nitric acid to a mixture of benzoic acid and sulfur trioxide. After the addition is completed, the sulfor trioxide is evaporated to obtain a white solid which is recrystallized from a mixture of alcohol and water to obtain pure 3-nitrobenzoic acid, m.p. 141° C. Starting materials: [BH4-], Cc1c(O)cccc1Br, CCCCCCCC(=O)CCC(=O)OC=C(C)Cc1ccc(C(C)(C)C)cc1, CO, CO, Cl, [Na+]. The product is CCCCCCCC(O)CCC(=O)OC=C(C)Cc1ccc(C(C)(C)C)cc1. RXN SMILES: [BH4-:38].[Br:29][c:30]1[cH:31][cH:32][cH:33][c:34]([OH:35])[c:36]1[CH3:37].[C:1]([CH3:2])([CH3:3])([CH3:4])[c:5]1[cH:6][cH:7][c:8]([CH2:11][C:12](=[CH:13][O:14][C:15]([CH2:16][CH2:17][C:18]([CH2:19][CH2:20][CH2:21][CH2:22][CH2:23][CH2:24][CH3:25])=[O:26])=[O:27])[CH3:28])[cH:9][cH:10]1.[CH3:41][OH:42].[CH3:43][OH:44].[ClH:40].[Na+:39]>>[C:1]([CH3:2])([CH3:3])([CH3:4])[c:5]1[cH:6][cH:7][c:8]([CH2:11][C:12](=[CH:13][O:14][C:15]([CH2:16][CH2:17][CH:18]([CH2:19][CH2:20][CH2:21][CH2:22][CH2:23][CH2:24][CH3:25])[OH:26])=[O:27])[CH3:28])[cH:9][cH:10]1.